This data is from the Open Reaction Database (ORD), a public repository of structured organic reaction records. The task is: describe an organic reaction: reactants, conditions, products, and yield Yields the product CCP(=O)(OCC(=O)OC)c1cc(Oc2ccc(C(F)(F)F)cc2Cl)ccc1[N+](=O)[O-]. As a reaction SMILES: [Br:33][CH2:34][C:35](=[O:36])[O:37][CH3:38].[C:27](=[O:28])([O-:29])[O-:30].[CH2:1]([CH3:2])[P:3]([OH:4])(=[O:5])[c:6]1[c:7]([N+:24](=[O:25])[O-:26])[cH:8][cH:9][c:10]([O:12][c:13]2[c:14]([Cl:23])[cH:15][c:16]([C:19]([F:20])([F:21])[F:22])[cH:17][cH:18]2)[cH:11]1.[CH3:39][C:40](=[O:41])[CH2:42][CH3:43].[K+:31].[K+:32]>>[CH2:1]([CH3:2])[P:3](=[O:4])([O:5][CH2:34][C:35](=[O:36])[O:37][CH3:38])[c:6]1[c:7]([N+:24](=[O:25])[O-:26])[cH:8][cH:9][c:10]([O:12][c:13]2[c:14]([Cl:23])[cH:15][c:16]([C:19]([F:20])([F:21])[F:22])[cH:17][cH:18]2)[cH:11]1. The reactants are COC(=O)CBr, O=C([O-])[O-], CCP(=O)(O)c1cc(Oc2ccc(C(F)(F)F)cc2Cl)ccc1[N+](=O)[O-], CCC(C)=O, [K+], [K+]. Reactants: BrC=1C=C(C(N(C1)CC(F)(F)F)=O)CBr (5-Bromo-3-(bromomethyl)-1-(2,2,2-trifluoroethyl)pyridin-2(1H)-one), [C-]#N.[Na+] (sodium cyanide). Solvent: CO (methanol). Conditions: time 1 hour. Yields the product BrC=1C=C(C(N(C1)CC(F)(F)F)=O)CC#N ([5-Bromo-2-oxo-1-(2,2,2-trifluoroethyl)-1,2-dihydropyridin-3-yl]acetonitrile). Yield: 62.5%. As a reaction SMILES: [Br:1][C:2]1[CH:3]=[C:4]([CH2:14]Br)[C:5](=[O:13])[N:6]([CH2:8][C:9]([F:12])([F:11])[F:10])[CH:7]=1.[C-:16]#[N:17].[Na+]>CO>[Br:1][C:2]1[CH:3]=[C:4]([CH2:14][C:16]#[N:17])[C:5](=[O:13])[N:6]([CH2:8][C:9]([F:12])([F:11])[F:10])[CH:7]=1 |f:1.2|. Procedure: 5-Bromo-3-(bromomethyl)-1-(2,2,2-trifluoroethyl)pyridin-2(1H)-one (1.40 g, 4.01 mmol) was added in portions over 15 min to a solution of sodium cyanide (1.48 g, 30.1 mmol) in methanol (15 mL). After 1 h, the reaction was concentrated to dryness, diluted with water, extracted with dichloromethane (3×), and the combined organic extracts were dried over sodium sulfate, filtered and concentrated. Purification by silica gel chromatography (100% dichloromethane >5% methanol/dichloromethane) gave the t... Starting materials: C=CCCNc1cc(C(=O)NC(CC(C)CCC=C)C2CC(C)C(=O)O2)cc(OC)n1, C1CCC(P(C2CCCCC2)C2CCCCC2)CC1, ClCCl. Yields the product COc1cc2cc(n1)NCCC=CCCC(C)CC(C1CC(C)C(=O)O1)NC2=O. As a reaction SMILES: [CH2:1]([CH2:2][CH:3]=[CH2:4])[NH:5][c:6]1[cH:7][c:8]([C:9](=[O:10])[NH:11][CH:12]([CH2:13][CH:14]([CH2:15][CH2:16][CH:17]=[CH2:18])[CH3:19])[CH:20]2[O:21][C:22](=[O:26])[CH:23]([CH3:25])[CH2:24]2)[cH:27][c:28]([O:30][CH3:31])[n:29]1.[CH:32]1([P:33]([CH:34]2[CH2:35][CH2:36][CH2:37][CH2:38][CH2:39]2)[CH:40]2[CH2:41][CH2:42][CH2:43][CH2:44][CH2:45]2)[CH2:46][CH2:47][CH2:48][CH2:49][CH2:50]1.[Cl:51][CH2:52][Cl:53]>>[CH2:1]1[CH2:2][CH:18]=[CH:17][CH2:16][CH2:15][CH:14]([CH3:19])[CH2:13][CH:12]([CH:20]2[O:21][C:22](=[O:26])[CH:23]([CH3:25])[CH2:24]2)[NH:11][C:9](=[O:10])[c:8]2[cH:7][c:6]([n:29][c:28]([O:30][CH3:31])[cH:27]2)[NH:5]1. RXN SMILES: [Br:1]Br.[C:3]([O:6][C:7]1[CH:12]=[CH:11][CH:10]=[CH:9][C:8]=1[CH2:13][CH:14]=[CH2:15])(=[O:5])[CH3:4]>C(=S)=S>[Br-:1].[Br-:1].[C:3]([O:6][C:7]1[CH:12]=[CH:11][CH:10]=[CH:9][C:8]=1[CH2:13][CH:14]=[CH2:15])(=[O:5])[CH3:4] |f:3.4.5|. Reported procedure: A solution of bromine (90 g) in carbon disulphide (100 ml) was added dropwise to a well stirred solution of O-acetyl-2-allylphenol (100 g) in carbon disulphide (300 ml) at -10° C. over 1 hour. The solution was evaporated to dryness in vacuo, to afford O-acetyl-2-allylphenol dibromide which was immediately dissolved in dry ethanol (300 ml) containing 10 ml of a saturated ethanolic-hydrogen chloride solution. The solution was heated under gentle reflux for 2 hours, and then evaporated to dryness i... The solvent is C(=S)=S (carbon disulphide), C(=S)=S (carbon disulphide). Starting materials: BrBr (bromine), C(C)(=O)OC1=C(C=CC=C1)CC=C (O-acetyl-2-allylphenol). Yields the product [Br-].[Br-].C(C)(=O)OC1=C(C=CC=C1)CC=C (O-acetyl-2-allylphenol dibromide). Starting materials: C(C)(C)(C)C1=CC=C(C=C1)CC(=O)OC (methyl 4-tert-butylphenylacetate), BrN1C(=O)N(C(=O)C1(C)C)Br (1,3-dibromo-5,5-dimethylhydantoin), N(=NC(C#N)(C)C)C(C#N)(C)C (azobisisobutyronitrile). Run in C(Cl)(Cl)(Cl)Cl (carbon tetrachloride). The product is BrC(C(=O)OC)C1=CC=C(C=C1)C(C)(C)C (methyl α-bromo-4-tert-butylphenylacetate). RXN SMILES: [C:1]([C:5]1[CH:10]=[CH:9][C:8]([CH2:11][C:12]([O:14][CH3:15])=[O:13])=[CH:7][CH:6]=1)([CH3:4])([CH3:3])[CH3:2].[Br:16]N1C(C)(C)C(=O)N(Br)C1=O.N(C(C)(C)C#N)=NC(C)(C)C#N>C(Cl)(Cl)(Cl)Cl>[Br:16][CH:11]([C:8]1[CH:7]=[CH:6][C:5]([C:1]([CH3:4])([CH3:2])[CH3:3])=[CH:10][CH:9]=1)[C:12]([O:14][CH3:15])=[O:13]. Reported procedure: A solution of methyl 4-tert-butylphenylacetate (3.0 g), 1,3-dibromo-5,5-dimethylhydantoin (3.28 g) and azobisisobutyronitrile (AIBN, 0.01 g) in carbon tetrachloride (100 ml) was stirred in a 70° oil bath for hours. After cooling the mixture was filtered through Celite® and the filtrate was evaporated to give an oily residue of methyl α-bromo-4-tert-butylphenylacetate.